Dataset: the Open Reaction Database (ORD), a public repository of structured organic reaction records. Task: describe an organic reaction: reactants, conditions, products, and yield Starting materials: O=C1C(=C(C1=O)[O-])C=C1N(C2=CC=CC=C2C1(C)C)CCCCCC(=O)O.C(C)[NH+](CC)CC (Triethylammonium 3-oxo-2-[1-(5-carboxypentyl)-3,3-dimethyl-2,3-dihydro-1H-2-indolyliden methyl]-4-oxo-1-cyclobuten-1-olate), C(CC#N)#N (malononitrile), TEA. Solvent: C(C)O (ethanol). Reaction conditions: time 2.5 hour. Product: C(#N)C(=C1C(=C(C1=O)[O-])C=C1N(C2=CC=CC=C2C1(C)C)CCCCCC(=O)O)C#N.C(C)[NH+](CC)CC (Triethylammonium 3-dicyanomethylene-2-[1-(5-carboxypentyl)-3,3-dimethyl-2,3-dihydro-1H-2-indolylidenmethyl]-4-oxo-1-cyclobuten-1-olate). Reaction SMILES: O=[C:2]1[C:5](=[O:6])[C:4]([O-:7])=[C:3]1[CH:8]=[C:9]1[C:17]([CH3:19])([CH3:18])[C:16]2[C:11](=[CH:12][CH:13]=[CH:14][CH:15]=2)[N:10]1[CH2:20][CH2:21][CH2:22][CH2:23][CH2:24][C:25]([OH:27])=[O:26].[CH2:28]([NH+:30]([CH2:33][CH3:34])[CH2:31][CH3:32])[CH3:29].[C:35](#[N:39])[CH2:36][C:37]#[N:38]>C(O)C>[C:37]([C:36]([C:35]#[N:39])=[C:2]1[C:5](=[O:6])[C:4]([O-:7])=[C:3]1[CH:8]=[C:9]1[C:17]([CH3:19])([CH3:18])[C:16]2[C:11](=[CH:12][CH:13]=[CH:14][CH:15]=2)[N:10]1[CH2:20][CH2:21][CH2:22][CH2:23][CH2:24][C:25]([OH:27])=[O:26])#[N:38].[CH2:28]([NH+:30]([CH2:33][CH3:34])[CH2:31][CH3:32])[CH3:29] |f:0.1,4.5|. Procedure details: A mixture of 1.2 g (2.82 mmol) of 11, 190 mg (2.87 mmol) of malononitrile and 0.4 ml (2.85 mmol) of TEA in 15 ml of ethanol was stirred at room temperature for 2.5 h. Then solvent was removed by a rotary evaporator. Product 12 was used in next synthesis without further purification.